From a dataset of the Open Reaction Database (ORD), a public repository of structured organic reaction records. describe an organic reaction: reactants, conditions, products, and yield The reactants are OC(CN)C1=CC=CC=C1 (2-Hydroxy-2-phenylethanamine), C(=O)(OC)C1=CC=C(C=C1)CC(C)=O (1-(4-carbomethoxyphenyl)propan-2-one), C1=CC=CC=C1 (benzene). Solvent: O (water). The product is C(=O)(OC)C1=CC=C(C=C1)CC(C)NCC(C1=CC=CC=C1)O (N-(2-[4-Carbomethoxyphenyl]-1-methylethyl)-2-hydroxy-2-phenylethanamine). As a reaction SMILES: [OH:1][CH:2]([C:5]1[CH:10]=[CH:9][CH:8]=[CH:7][CH:6]=1)[CH2:3][NH2:4].[C:11]([C:15]1[CH:20]=[CH:19][C:18]([CH2:21][C:22](=O)[CH3:23])=[CH:17][CH:16]=1)([O:13][CH3:14])=[O:12].C1C=CC=CC=1>O>[C:11]([C:15]1[CH:20]=[CH:19][C:18]([CH2:21][CH:22]([NH:4][CH2:3][CH:2]([OH:1])[C:5]2[CH:10]=[CH:9][CH:8]=[CH:7][CH:6]=2)[CH3:23])=[CH:17][CH:16]=1)([O:13][CH3:14])=[O:12]. Reported procedure: 2-Hydroxy-2-phenylethanamine (2.15 g) and 1-(4-carbomethoxyphenyl)propan-2-one (3.0 g) were heated in refluxing benzene (100 ml) under a Dean and Stark head until the theoretical amount of water had been collected. The solvent was replaced by methanol and the mixture was stirred and cooled during the portionwise addition of sodium borohydride (3.0 g). The mixture was stirred for 2 hours, the solvent was evaporated and the residue was partitioned between water and chloroform. The organic extract ... Reactants: CCCCCCBr, O=C([O-])[O-], CN(C)C=O, [Cs+], [Cs+], N=C(N)Nc1nc2c(s1)CNCC2. Product: CCCCCCN1CCc2nc(NC(=N)N)sc2C1. RXN SMILES: [Br:1][CH2:2][CH2:3][CH2:4][CH2:5][CH2:6][CH3:7].[C:21](=[O:22])([O-:23])[O-:24].[CH3:27][N:28]([CH3:29])[CH:30]=[O:31].[Cs+:25].[Cs+:26].[n:8]1[c:9]([NH:17][C:18](=[NH:19])[NH2:20])[s:10][c:11]2[c:16]1[CH2:15][CH2:14][NH:13][CH2:12]2>>[CH2:2]([CH2:3][CH2:4][CH2:5][CH2:6][CH3:7])[N:13]1[CH2:12][c:11]2[s:10][c:9]([NH:17][C:18](=[NH:19])[NH2:20])[n:8][c:16]2[CH2:15][CH2:14]1. The reactants are COC(C)(C1=C2C=CNC2=C(C=C1OC)C)C=1OC2=C(N1)C=C(C=C2)C#N (2-(1-methoxy-1-(5-methoxy-7-methyl-1H-indol-4-yl)ethyl)benzo[d]oxazole-5-carbonitrile), CCO (EtOH). Solvent: C(=O)=O (CO2). Yields the product OC(C)(C1=C2C=CNC2=C(C=C1OC)C)C=1OC2=C(N1)C=C(C=C2)C#N ((−)-2-(1-hydroxy-1-(5-methoxy-7-methyl-1H-indol-4-yl)ethyl)benzo[d]oxazole-5-carbonitrile). Reaction SMILES: C[O:2][C:3]([C:17]1[O:18][C:19]2[CH:25]=[CH:24][C:23]([C:26]#[N:27])=[CH:22][C:20]=2[N:21]=1)([C:5]1[C:13]([O:14][CH3:15])=[CH:12][C:11]([CH3:16])=[C:10]2[C:6]=1[CH:7]=[CH:8][NH:9]2)[CH3:4].CCO>C(=O)=O>[OH:2][C:3]([C:17]1[O:18][C:19]2[CH:25]=[CH:24][C:23]([C:26]#[N:27])=[CH:22][C:20]=2[N:21]=1)([C:5]1[C:13]([O:14][CH3:15])=[CH:12][C:11]([CH3:16])=[C:10]2[C:6]=1[CH:7]=[CH:8][NH:9]2)[CH3:4]. Procedure details: Resolution of the enantiomers of 2-(1-methoxy-1-(5-methoxy-7-methyl-1H-indol-4-yl)ethyl)benzo[d]oxazole-5-carbonitrile was achieved by chiral SFC using a CHIRALPAK® AD-H column with 60% EtOH (0.2% DEA) in CO2 to give (+)-2-(1-hydroxy-1-(5-methoxy-7-methyl-1H-indol-4-yl)ethyl)benzo[d]oxazole-5-carbonitrile (tr=6.31 min) and (−)-2-(1-hydroxy-1-(5-methoxy-7-methyl-1H-indol-4-yl)ethyl)benzo[d]oxazole-5-carbonitrile (tr=11.01 min). Yield: 78.0%. Conditions: time 8 hour. Procedure: A mixture of 23.87 g (100.0 mmol) of 1-(3,5-diamino-6-chloropyrazinoyl)imidazole and 58.51 g (300.0 mmol) of N-(2-aminoethyl)-N-propyl-1,2-ethanediamine in 250 ml of tetrahydrofuran was stirred at ambient temperature overnight. The solvent and excess triamine were evaporated and the residue chromatogaphed on silica gel (150 g) using 1.5:98.5 (v/v) methanol: tetrahydrofuran saturated with ammonia gas as eluent. There was obtained 24.64 g (78.0 mmol, 78%) of 3,5-diamino-N-[2-[(2-aminoethyl)propyla... Product: NC=1C(=NC(=C(N1)N)Cl)C(=O)NCCN(CCC)CCN (3,5-diamino-N-[2-[(2-aminoethyl)propylamino]ethyl]-6-chloropyrazinecarboxamide). RXN SMILES: [NH2:1][C:2]1[C:3]([C:10](N2C=CN=C2)=[O:11])=[N:4][C:5]([Cl:9])=[C:6]([NH2:8])[N:7]=1.[NH2:17][CH2:18][CH2:19][N:20]([CH2:24][CH2:25][CH3:26])[CH2:21][CH2:22][NH2:23]>O1CCCC1>[NH2:1][C:2]1[C:3]([C:10]([NH:17][CH2:18][CH2:19][N:20]([CH2:21][CH2:22][NH2:23])[CH2:24][CH2:25][CH3:26])=[O:11])=[N:4][C:5]([Cl:9])=[C:6]([NH2:8])[N:7]=1. The solvent is O1CCCC1 (tetrahydrofuran). The reactants are NC=1C(=NC(=C(N1)N)Cl)C(=O)N1C=NC=C1 (1-(3,5-diamino-6-chloropyrazinoyl)imidazole), NCCN(CCN)CCC (N-(2-aminoethyl)-N-propyl-1,2-ethanediamine). Reactants: CC(C)c1ccccc1N, O=C(O)c1cccc(C(=O)O)c1I. The product is CC(C)c1ccccc1Nc1c(C(=O)O)cccc1C(=O)O. As a reaction SMILES: [CH:14]([CH3:15])([CH3:16])[c:17]1[c:18]([NH2:19])[cH:20][cH:21][cH:22][cH:23]1.[I:1][c:2]1[c:3]([C:4](=[O:5])[OH:6])[cH:7][cH:8][cH:9][c:10]1[C:11](=[O:12])[OH:13]>>[c:2]1([NH:19][c:18]2[c:17]([CH:14]([CH3:15])[CH3:16])[cH:23][cH:22][cH:21][cH:20]2)[c:3]([C:4](=[O:5])[OH:6])[cH:7][cH:8][cH:9][c:10]1[C:11](=[O:12])[OH:13]. Starting materials: Brc1csc(Br)n1, O=C=NCc1ccccc1, C1CCOC1, CC(C)[N-]C(C)C, [Li+], O. Product: O=C(NCc1ccccc1)c1sc(Br)nc1Br. Reaction SMILES: [Br:1][c:2]1[s:3][cH:4][c:5]([Br:7])[n:6]1.[CH2:16]([c:17]1[cH:18][cH:19][cH:20][cH:21][cH:22]1)[N:23]=[C:24]=[O:25].[CH2:27]1[O:28][CH2:29][CH2:30][CH2:31]1.[CH3:9][CH:10]([N-:11][CH:12]([CH3:13])[CH3:14])[CH3:15].[Li+:8].[OH2:26]>>[Br:1][c:2]1[s:3][c:4]([C:24]([NH:23][CH2:16][c:17]2[cH:18][cH:19][cH:20][cH:21][cH:22]2)=[O:25])[c:5]([Br:7])[n:6]1.